Dataset: the Open Reaction Database (ORD), a public repository of structured organic reaction records. Task: describe an organic reaction: reactants, conditions, products, and yield Starting materials: CO (methanol), C(C)C1=CC=C(C=C1)[N+](=O)[O-] (4-ethyl-1-nitrobenzene), C1(=CC=C(C=C1)C=O)C (p-tolualdehyde). The reagents and catalysts are [Zn] (zinc). Run in C(C)(=O)O (acetic acid), C(C)(=O)O (acetic acid), O (water), C(Cl)(Cl)Cl (CHCl3), C1(=CC=CC=C1)C (PhCH3), C(CCC)OC(=O)C (BuOAc). Conditions: temperature 0 celsius, time 4 minute. Product: C(C)C1=CC=C(C=C1)[N+](=CC1=CC=C(C=C1)C)[O-] (4-Ethyl-N-(4-methylbenzylidene)benzeneamine N-oxide). Reaction SMILES: CO.[CH2:3]([C:5]1[CH:10]=[CH:9][C:8]([N+:11]([O-:13])=O)=[CH:7][CH:6]=1)[CH3:4].[C:14]1([CH3:22])[CH:19]=[CH:18][C:17]([CH:20]=O)=[CH:16][CH:15]=1>[Zn].C(Cl)(Cl)Cl.C1(C)C=CC=CC=1.C(OC(C)=O)CCC.C(O)(=O)C.O>[CH2:3]([C:5]1[CH:6]=[CH:7][C:8]([N+:11]([O-:13])=[CH:22][C:14]2[CH:19]=[CH:18][C:17]([CH3:20])=[CH:16][CH:15]=2)=[CH:9][CH:10]=1)[CH3:4]. Procedure: In a 5-L 4-necked round bottom flask equipped with a stirrer, thermometer, dropping funnel and ice-acetone bath was placed 2800 mL of methanol, 300 mL of distilled water, 400 g (2.64 moles, 1.0 equiv.) of 4-ethyl-1-nitrobenzene (11), 349.7 g (2.9 moles, 1.1 equiv.) of p-tolualdehyde, and 367.5 g (5.62 moles, 2.13 equiv.) of zinc powder. The reaction mixture was cooled to 0° C., then with vigorous stirring the dropwise addition of 792.0 g (13.2 moles, 5.0 equiv.) of acetic acid was started. There... Starting materials: CCOC(C)O, COc1cc2ncc(C#N)c(Cl)c2cc1OC, Cl, Cc1ccc(N)cc1O, [Na+], [Na+], O=C([O-])[O-], O, c1ccncc1. The product is COc1cc2ncc(C#N)c(Nc3ccc(C)c(O)c3)c2cc1OC. RXN SMILES: [CH2:34]([O:35][CH:36]([OH:37])[CH3:38])[CH3:39].[Cl:1][c:2]1[c:3]([C:16]#[N:17])[cH:4][n:5][c:6]2[cH:7][c:8]([O:14][CH3:15])[c:9]([O:12][CH3:13])[cH:10][c:11]12.[ClH:27].[NH2:18][c:19]1[cH:20][cH:21][c:22]([CH3:26])[c:23]([OH:25])[cH:24]1.[Na+:40].[Na+:41].[O-:42][C:43](=[O:44])[O-:45].[OH2:46].[n:28]1[cH:29][cH:30][cH:31][cH:32][cH:33]1>>[c:2]1([NH:18][c:19]2[cH:20][cH:21][c:22]([CH3:26])[c:23]([OH:25])[cH:24]2)[c:3]([C:16]#[N:17])[cH:4][n:5][c:6]2[cH:7][c:8]([O:14][CH3:15])[c:9]([O:12][CH3:13])[cH:10][c:11]12. Yields the product C(C1=CC=CC=C1)S/C(=C\C=C(\C#C[Si](C)(C)C)/SCC1=CC=CC=C1)/I ((E,Z)-1,4-Bis(benzylthio)-1-iodo-6-(trimethylsilyl)hexa-1,3-diene-5-yne). Run in C(Cl)Cl (CH2Cl2), C(Cl)Cl (CH2Cl2), hexanes. Reaction SMILES: [I:1]I.[CH2:3]([S:10]/[C:11](/[Sn](C1C=CC=CC=1)(C1C=CC=CC=1)C1C=CC=CC=1)=[CH:12]\[CH:13]=[C:14](\[S:21][CH2:22][C:23]1[CH:28]=[CH:27][CH:26]=[CH:25][CH:24]=1)/[C:15]#[C:16][Si:17]([CH3:20])([CH3:19])[CH3:18])[C:4]1[CH:9]=[CH:8][CH:7]=[CH:6][CH:5]=1>C(Cl)Cl>[CH2:3]([S:10]/[C:11](/[I:1])=[CH:12]\[CH:13]=[C:14](/[S:21][CH2:22][C:23]1[CH:28]=[CH:27][CH:26]=[CH:25][CH:24]=1)\[C:15]#[C:16][Si:17]([CH3:20])([CH3:19])[CH3:18])[C:4]1[CH:9]=[CH:8][CH:7]=[CH:6][CH:5]=1. Procedure: Iodine (36 mg, 0.14 mmol) in CH2Cl2 (8 mL) was added over a period of 2 h at 0° C. to 7 (85 mg, 0.114 mmol) in CH2Cl2 (12 mL) under argon. Analysis by TLC (1:6CH2Cl2 :hexanes) indicated the disappearance of 7. The solution was warmed to room temperature, washed with NaHSO3 (2×20 mL) and KF (10 mL) solutions, dried (MgSO4), concentrated in vacuo, and the residue purified by flash column chromatography (1:4 CH2Cl2 :hexanes) to give 8 as a yellow solid (56.4 mg, 95% yield): 1H NMR δ 7.52 (d, J=10.5... The yield is 95.0%. Reactants: II (Iodine), C(C1=CC=CC=C1)S/C(=C\C=C(/C#C[Si](C)(C)C)\SCC1=CC=CC=C1)/[Sn](C1=CC=CC=C1)(C1=CC=CC=C1)C1=CC=CC=C1 ((E,E)-1,4-Bis(benzylthio)-1-triphenylstannyl-6-(trimethylsilyl)hexa-1,3-diene-5-yne). Run in C(Cl)Cl (CH2Cl2). Procedure details: Obtained from the title compound of Example 44, by analogy with Example 43. Rf 0.40 (SS 7). Found: C,73.55; H,8.90; N,8.12. C21H30N2O; 0.25 CH2Cl2 requires C,73.44; H,8.85; N,8.06%. The reactants are OC1(CCCC1)C=CC=1C=C2C(=CNC2=CC1)C1CCN(CC1)C (5-[2-(1-Hydroxycyclopentyl)ethenyl]-3-(N-methyl-4-piperidyl)-1H-indole). Product: OC1(CCCC1)CCC=1C=C2C(=CNC2=CC1)C1CCN(CC1)C (5-[2-(1-Hydroxycyclopentyl)ethyl]-3-(N-methyl-4-piperidyl)-1H-indole). As a reaction SMILES: [OH:1][C:2]1([CH:7]=[CH:8][C:9]2[CH:10]=[C:11]3[C:15](=[CH:16][CH:17]=2)[NH:14][CH:13]=[C:12]3[CH:18]2[CH2:23][CH2:22][N:21]([CH3:24])[CH2:20][CH2:19]2)[CH2:6][CH2:5][CH2:4][CH2:3]1>C(Cl)Cl>[OH:1][C:2]1([CH2:7][CH2:8][C:9]2[CH:10]=[C:11]3[C:15](=[CH:16][CH:17]=2)[NH:14][CH:13]=[C:12]3[CH:18]2[CH2:19][CH2:20][N:21]([CH3:24])[CH2:22][CH2:23]2)[CH2:6][CH2:5][CH2:4][CH2:3]1. Reactants: C(C)(C)(C)OC(=O)N[C@H](C(=O)OCC1=CC=CC=C1)CCOC(F)F ((S)-benzyl 2-(tert-butoxycarbonylamino)-4-(difluoromethoxy)butanoate). Run in C(=O)(C(F)(F)F)O (TFA), ClCCl (dichloromethane). The product is N[C@H](C(=O)OCC1=CC=CC=C1)CCOC(F)F ((S)-benzyl 2-amino-4-(difluoromethoxy)butanoate). Reaction SMILES: C(OC([NH:8][C@@H:9]([CH2:20][CH2:21][O:22][CH:23]([F:25])[F:24])[C:10]([O:12][CH2:13][C:14]1[CH:19]=[CH:18][CH:17]=[CH:16][CH:15]=1)=[O:11])=O)(C)(C)C>C(O)(C(F)(F)F)=O.ClCCl>[NH2:8][C@@H:9]([CH2:20][CH2:21][O:22][CH:23]([F:24])[F:25])[C:10]([O:12][CH2:13][C:14]1[CH:19]=[CH:18][CH:17]=[CH:16][CH:15]=1)=[O:11]. Procedure details: (S)-benzyl 2-(tert-butoxycarbonylamino)-4-(difluoromethoxy)butanoate (161 mg, 0.448 mmol) was stirred in 30% TFA in dichloromethane (5 mL) for 1 h. The resulting mixture was concentrated down on rotovap and redissolved and concentrated down with toluene three times, and finally the residue was dried on high vacuum pump. The desired product was used as-is in the next step. Starting materials: O=C1C(C2C(COC(N12)(C)C)C)(CO)C (8-oxo-2,2,5,7-tetramethyl-7-(hydroxymethyl)-3-oxa-1-azabicyclo[4.2.0]octane), [OH-].[K+] (potassium hydroxide), CCOCC (ether), ClC(=O)OCC1=C(C=CC=C1)[N+](=O)[O-] (o-nitrobenzyl chloroformate). Run at time 15 minute. Product: O=C1C(C2C(COC(N12)(C)C)C)(COOC(=O)CC1=C(C=CC=C1)[N+](=O)[O-])C (8-oxo-2,2,5,7-tetramethyl-7-(o-nitrobenzylcarbonyldioxymethyl)-3-oxa-1-azabicyclo-[4.2.0]octane). RXN SMILES: [O:1]=[C:2]1[N:9]2[CH:4]([CH:5]([CH3:12])[CH2:6][O:7][C:8]2([CH3:11])[CH3:10])[C:3]1([CH3:15])[CH2:13][OH:14].[OH-:16].[K+].ClC(O[CH2:22][C:23]1[CH:28]=[CH:27][CH:26]=[CH:25][C:24]=1[N+:29]([O-:31])=[O:30])=O.CC[O:34][CH2:35]C>>[O:1]=[C:2]1[N:9]2[CH:4]([CH:5]([CH3:12])[CH2:6][O:7][C:8]2([CH3:10])[CH3:11])[C:3]1([CH3:15])[CH2:13][O:14][O:16][C:35]([CH2:22][C:23]1[CH:28]=[CH:27][CH:26]=[CH:25][C:24]=1[N+:29]([O-:31])=[O:30])=[O:34] |f:1.2|. Procedure: Under anhydrous conditions at 0° C. a solution of 8-oxo-2,2,5,7-tetramethyl-7-(hydroxymethyl)-3-oxa-1-azabicyclo[4.2.0]octane (60 mg) in 0.6 ml ether is treated with powdered potassium hydroxide (19 mg). After a period of 15 minutes, o-nitrobenzyl chloroformate (65 mg) is added to the reaction mixture. Stirring is continued at 25° C. for an additional 15 hours. The mixture is partitioned between 1 M pH 7 phosphate buffer and more ether. The ether phase is washed with water and brine, dried over ... Starting materials: BrC=1C=CC2=C(C3=NC(=CN3CCO2)I)C1 (9-bromo-2-iodo-4,5-dihydro-6-oxa-1,3a-diazabenzo[e]azulene), CC1=CC(=NC=C1)[Sn](CCCC)(CCCC)CCCC (4-methyl-2-tributylstannanylpyridine), Pd2(PPh3)2Cl2. The reagents and catalysts are [Cu](I)I (copper iodide). The solvent is CN(C)C=O (DMF). Reaction conditions: temperature 120 celsius. Yields the product BrC=1C=CC2=C(C3=NC(=CN3CCO2)C2=NC=CC(=C2)C)C1 (9-Bromo-2-(4-methylpyridin-2-yl)-4,5-dihydro-6-oxa-1,3a-diazabenzo[e]azulene). Yield: 87.2%. As a reaction SMILES: [Br:1][C:2]1[CH:3]=[CH:4][C:5]2[O:14][CH2:13][CH2:12][N:11]3[C:7](=[N:8][C:9](I)=[CH:10]3)[C:6]=2[CH:16]=1.[CH3:17][C:18]1[CH:23]=[CH:22][N:21]=[C:20]([Sn](CCCC)(CCCC)CCCC)[CH:19]=1>CN(C=O)C.[Cu](I)I>[Br:1][C:2]1[CH:3]=[CH:4][C:5]2[O:14][CH2:13][CH2:12][N:11]3[C:7](=[N:8][C:9]([C:20]4[CH:19]=[C:18]([CH3:17])[CH:23]=[CH:22][N:21]=4)=[CH:10]3)[C:6]=2[CH:16]=1. Procedure: A mixture of 9-bromo-2-iodo-4,5-dihydro-6-oxa-1,3a-diazabenzo[e]azulene (200 mg, 0.512 mmol), 4-methyl-2-tributylstannanylpyridine (235 mg, 0.614 mmol), Pd2(PPh3)2Cl2 (36 mg, 0.051 mmol) and copper iodide (29 mg, 0.153 mmol) in DMF (4 mL) was purged with nitrogen and then heated at 120° C. for 45 min using microwave irradiation. The reaction mixture was diluted with MeOH (30 mL) and then loaded onto an Isolute® SCX-2 cartridge which was washed with MeOH and the product eluted with 0.5M NH3/MeOH.... Reactants: C(#N)CC(=O)OCC (Ethyl cyanoacetate), OCCOC1=CC=C(C=O)C=C1 (4-(2-hydroxyethoxy)benzaldehyde), CCCCCC (hexane). The solvent is C(C)O (ethanol). The product is C(#N)C(C(=O)OCC)=CC1=CC=C(C=C1)OCCO (Ethyl 2-cyano-3-[4-(hydroxyethoxy)phenyl]acrylate). As a reaction SMILES: [C:1]([CH2:3][C:4]([O:6][CH2:7][CH3:8])=[O:5])#[N:2].[OH:9][CH2:10][CH2:11][O:12][C:13]1[CH:20]=[CH:19][C:16]([CH:17]=O)=[CH:15][CH:14]=1.CCCCCC>C(O)C>[C:1]([C:3](=[CH:17][C:16]1[CH:15]=[CH:14][C:13]([O:12][CH2:11][CH2:10][OH:9])=[CH:20][CH:19]=1)[C:4]([O:6][CH2:7][CH3:8])=[O:5])#[N:2]. Procedure: Ethyl cyanoacetate (1.1 eq.) and 4-(2-hydroxyethoxy)benzaldehyde (1 eq.) were combined in ethanol (1.2 M). The reaction mixture was stirred at RT for 48. To this was then added an equal volume of hexane and the title compound was isolated by filtration as a pale yellow solid. The reactants are [H-], CCCCI, [Na+], CN(C)C=O, c1ccc(-c2c[nH]cn2)cc1. Product: CCCCn1cnc(-c2ccccc2)c1. Reaction SMILES: [H-:1].[I:14][CH2:15][CH2:16][CH2:17][CH3:18].[Na+:2].[O:19]=[CH:20][N:21]([CH3:22])[CH3:23].[c:3]1(-[c:9]2[n:10][cH:11][nH:12][cH:13]2)[cH:4][cH:5][cH:6][cH:7][cH:8]1>>[c:3]1(-[c:9]2[n:10][cH:11][n:12]([CH2:15][CH2:16][CH2:17][CH3:18])[cH:13]2)[cH:4][cH:5][cH:6][cH:7][cH:8]1. Starting materials: N1(C=NC=2C=NC=3C=CC=CC3C21)CCO (2-(1H-Imidazo[4,5-c]quinolin-1-yl)ethanol), ClCCl (dichloromethane), [OH-].[Na+] (sodium hydroxide), C(C#C)Br (propargyl bromide), C(C#C)Br (propargyl bromide). The reagents and catalysts are [Cl-].C(C1=CC=CC=C1)[N+](C)(C)C (Benzyltrimethylammonium chloride). Run in O (Water). Conditions: time 21 hour. The product is N1C=NC=2C=NC=3C=CC=CC3C21 (1H-imidazo[4,5-c]quinoline). Reaction SMILES: C(Br)C#C.ClCCl.[OH-].[Na+].[N:10]1(CCO)[C:22]2[C:21]3[CH:20]=[CH:19][CH:18]=[CH:17][C:16]=3[N:15]=[CH:14][C:13]=2[N:12]=[CH:11]1>[Cl-].C([N+](C)(C)C)C1C=CC=CC=1.O>[NH:10]1[C:22]2[C:21]3[CH:20]=[CH:19][CH:18]=[CH:17][C:16]=3[N:15]=[CH:14][C:13]=2[N:12]=[CH:11]1 |f:2.3,5.6|. Procedure: Benzyltrimethylammonium chloride (0.436 g) and propargyl bromide (6.07 mL of 80%) were added with stirring to a mixture of dichloromethane (185 mL) and aqueous sodium hydroxide (60 mL of 50%). 2-(1H-Imidazo[4,5-c]quinolin-1-yl)ethanol (10.0 g, 46.9 mmol) was added to the resulting solution. The reaction mixture was stirred at ambient temperature for 21 hours at which time analysis by HPLC showed that starting material remained. An additional equivalent of propargyl bromide was added and the reac...